This data is from the Open Reaction Database (ORD), a public repository of structured organic reaction records. The task is: describe an organic reaction: reactants, conditions, products, and yield Reported procedure: To a solution of ethyl 3-(5-(1,2,4-triazol-1-yl)-2,3-dihydro-1H-pyrrolo[2,3-c]pyridin-3-yl)propionate (0.12 g, 0.42 mmol) in methanol (5 mL) was added NaOH (4M, 0.3 mL) and the mixture was heated at 50° C. for 4 hours. After cooling the solution was neutralised (6M, HCl) and the solvents evaporated in uacuo to give 3-(5-(1,2,4-triazol-1-yl)-1H-pyrrolo[2,3-c]pyridin-3-yl)propionic acid (0.65 g) as a yellow solid. This was used without purification in the next step. Run in CO (methanol). The yield is 601.6%. As a reaction SMILES: [N:1]1([C:6]2[CH:7]=[C:8]3[CH:14]([CH2:15][CH2:16][C:17]([O:19]CC)=[O:18])[CH2:13][NH:12][C:9]3=[CH:10][N:11]=2)[CH:5]=[N:4][CH:3]=[N:2]1.[OH-].[Na+].Cl>CO>[N:1]1([C:6]2[CH:7]=[C:8]3[C:14]([CH2:15][CH2:16][C:17]([OH:19])=[O:18])=[CH:13][NH:12][C:9]3=[CH:10][N:11]=2)[CH:5]=[N:4][CH:3]=[N:2]1 |f:1.2|. Yields the product N1(N=CN=C1)C=1C=C2C(=CN1)NC=C2CCC(=O)O (3-(5-(1,2,4-triazol-1-yl)-1H-pyrrolo[2,3-c]pyridin-3-yl)propionic acid). Starting materials: N1(N=CN=C1)C=1C=C2C(=CN1)NCC2CCC(=O)OCC (ethyl 3-(5-(1,2,4-triazol-1-yl)-2,3-dihydro-1H-pyrrolo[2,3-c]pyridin-3-yl)propionate), [OH-].[Na+] (NaOH), Cl (HCl). Run at temperature 50 celsius. The reactants are C(CCCCCCCCCCCCCCCCC)(=O)O (stearic acid), [O-2].[Zn+2] (zinc oxide), C(CC(O)(C(=O)O)CC(=O)O)(=O)O (citric acid). Run in O (water). Run at temperature 65 celsius, time 30 minute. Product: C(CCCCCCCCCCCCCCCCC)(=O)[O-].[Zn+2].C(CCCCCCCCCCCCCCCCC)(=O)[O-] (zinc stearate). As a reaction SMILES: [C:1]([OH:20])(=[O:19])[CH2:2][CH2:3][CH2:4][CH2:5][CH2:6][CH2:7][CH2:8][CH2:9][CH2:10][CH2:11][CH2:12][CH2:13][CH2:14][CH2:15][CH2:16][CH2:17][CH3:18].[O-2].[Zn+2:22].C(O)(=O)CC(CC(O)=O)(C(O)=O)O>O>[C:1]([O-:20])(=[O:19])[CH2:2][CH2:3][CH2:4][CH2:5][CH2:6][CH2:7][CH2:8][CH2:9][CH2:10][CH2:11][CH2:12][CH2:13][CH2:14][CH2:15][CH2:16][CH2:17][CH3:18].[Zn+2:22].[C:1]([O-:20])(=[O:19])[CH2:2][CH2:3][CH2:4][CH2:5][CH2:6][CH2:7][CH2:8][CH2:9][CH2:10][CH2:11][CH2:12][CH2:13][CH2:14][CH2:15][CH2:16][CH2:17][CH3:18] |f:1.2,5.6.7|. Reported procedure: A molten stearic acid (22.2 grams, Industrene 7018) was added gradually to a stirred slurry mixture of zinc oxide (4 grams), citric acid (0.1 gram), and water (70 grams) at 60° C. The mixture was stirred at 60-70° C. for 30 minutes to afford a product mixture with zinc stearate floating, which was filtered and dried to give a quantitative yield of zinc stearate as shown by its infrared spectrum. Run at temperature 20 celsius, time 1 hour. Isolated yield 17.0%. The solvent is C=1(C(=CC=CC1)C)C (xylene), ClCCCl (1,2-dichloroethane), C(=S)=S (carbon disulphide). The product is N1=C(C=NC=C1)C1=CC(SS1)=S (5-(pyrazin-2-yl)-1,2-dithiole-3-thione). Procedure details: 3,3-bis-Methylthio-1-(pyrazin-2-yl)-prop-2-en-1-one (2.26 g.) is added in the course of about one minute to a boiling suspension of phosphorus pentasulphide (7.1 g.) in anhydrous xylene (140 cc.). Heating under reflux is continued for one hour after the end of the addition, and the reaction mixture is then cooled to a temperature of about 20° C. An insoluble product is filtered off and washed with 1,2-dichloroethane (200 cc.). The filtrate is concentrated to dryness under reduced pressure and th... Reaction SMILES: C[S:2][C:3]([S:13]C)=[CH:4][C:5]([C:7]1[CH:12]=[N:11][CH:10]=[CH:9][N:8]=1)=O.P12(SP3(SP(SP(S3)(S1)=S)(=S)S2)=S)=[S:16]>C1(C)C(C)=CC=CC=1.ClCCCl.C(=S)=S>[N:8]1[CH:9]=[CH:10][N:11]=[CH:12][C:7]=1[C:5]1[S:16][S:2][C:3](=[S:13])[CH:4]=1. The reactants are CSC(=CC(=O)C1=NC=CN=C1)SC (3,3-bis-Methylthio-1-(pyrazin-2-yl)-prop-2-en-1-one), P12(=S)SP3(=S)SP(=S)(S1)SP(=S)(S2)S3 (phosphorus pentasulphide). The reactants are CC(C)(C)OC(=O)Nc1cc(C(F)(F)F)c(Cl)cc1NC(=O)CC(=O)c1cccc(-c2ccccn2)c1, ClCCl, O=C(O)C(F)(F)F. Yields the product O=C1CC(c2cccc(-c3ccccn3)c2)=Nc2cc(C(F)(F)F)c(Cl)cc2N1. Reaction SMILES: [C:1]([O:2][C:3](=[O:4])[NH:7][c:8]1[c:9]([NH:19][C:20]([CH2:21][C:22](=[O:5])[c:23]2[cH:24][c:25](-[c:29]3[n:30][cH:31][cH:32][cH:33][cH:34]3)[cH:26][cH:27][cH:28]2)=[O:36])[cH:10][c:11]([Cl:18])[c:12]([C:14]([F:15])([F:16])[F:17])[cH:13]1)([CH3:6])([CH3:35])[CH3:37].[Cl:45][CH2:46][Cl:47].[F:38][C:39]([F:40])([F:41])[C:42]([OH:43])=[O:44]>>[N:7]1=[C:22]([c:23]2[cH:24][c:25](-[c:29]3[n:30][cH:31][cH:32][cH:33][cH:34]3)[cH:26][cH:27][cH:28]2)[CH2:21][C:20](=[O:36])[NH:19][c:9]2[c:8]1[cH:13][c:12]([C:14]([F:15])([F:16])[F:17])[c:11]([Cl:18])[cH:10]2. Reactants: FC(C(=O)O)(F)F.O1CCN(CC1)C=1C=2N(C(=CN1)C1=CC=C(N)C=C1)C=C(N2)CCC2=NC1=CC=CC=C1C=C2 (4-(8-Morpholino-2-(2-(quinolin-2-yl)ethyl)imidazo[1,2-a]pyrazin-5-yl)aniline trifluoroacetic acid salt), CS(=O)(=O)NC(OCC)=O (ethyl methylsulfonylcarbamate), CCN(C(C)C)C(C)C (DIEA). Solvent: CN(C)C=O (DMF), C(Cl)Cl (DCM). Conditions: temperature 100 celsius, time 2 hour. Yields the product O1CCN(CC1)C=1C=2N(C(=CN1)C1=CC=C(C=C1)NC(=O)NS(=O)(=O)C)C=C(N2)CCC2=NC1=CC=CC=C1C=C2 (N-((4-(8-Morpholino-2-(2-(quinolin-2-yl)ethyl)imidazo[1,2-a]pyrazin-5-yl)phenyl)carbamoyl)methanesulfonamide). Reaction SMILES: FC(F)(F)C(O)=O.[O:8]1[CH2:13][CH2:12][N:11]([C:14]2[C:15]3[N:16]([CH:27]=[C:28]([CH2:30][CH2:31][C:32]4[CH:41]=[CH:40][C:39]5[C:34](=[CH:35][CH:36]=[CH:37][CH:38]=5)[N:33]=4)[N:29]=3)[C:17]([C:20]3[CH:26]=[CH:25][C:23]([NH2:24])=[CH:22][CH:21]=3)=[CH:18][N:19]=2)[CH2:10][CH2:9]1.[CH3:42][S:43]([NH:46][C:47](=O)[O:48]CC)(=[O:45])=[O:44].CCN(C(C)C)C(C)C>CN(C=O)C.C(Cl)Cl>[O:8]1[CH2:9][CH2:10][N:11]([C:14]2[C:15]3[N:16]([CH:27]=[C:28]([CH2:30][CH2:31][C:32]4[CH:41]=[CH:40][C:39]5[C:34](=[CH:35][CH:36]=[CH:37][CH:38]=5)[N:33]=4)[N:29]=3)[C:17]([C:20]3[CH:26]=[CH:25][C:23]([NH:24][C:47]([NH:46][S:43]([CH3:42])(=[O:45])=[O:44])=[O:48])=[CH:22][CH:21]=3)=[CH:18][N:19]=2)[CH2:12][CH2:13]1 |f:0.1|. Procedure: A mixture of compound 59a (100 mg, 0.147 mmol) and ethyl methylsulfonylcarbamate (148 mg, 0.888 mmol) and DIEA (0.191 mL, 1.11 mmol) in DMF (2 mL) was stirred at 100° C. for 2 h. The reaction mixture was allowed to cool to rt and diluted with DCM. The reaction mixture was concentrated and the residue obtained was purified by flash column chromatography on silica gel (0-20% MeOH/EtOAc), recrystallized with EtOAc/heptanes and purified by prep-TLC (1:5:5 MeOH/DCM/EtOAc) to give the title compound 4... Starting materials: C1COCCO1, CC(C)OC(=O)Cc1ccc(N2C(=O)N(C)c3cc(OC(C)C)ccc3S2(=O)=O)cc1, Cl, O. The product is CC(C)Oc1ccc2c(c1)N(C)C(=O)N(c1ccc(CC(=O)O)cc1)S2(=O)=O. Reaction SMILES: [CH2:34]1[O:35][CH2:36][CH2:37][O:38][CH2:39]1.[CH:1]([CH3:2])([CH3:3])[O:4][C:5](=[O:6])[CH2:7][c:8]1[cH:9][cH:10][c:11]([N:14]2[S:15](=[O:30])(=[O:31])[c:16]3[c:17]([cH:22][c:23]([O:26][CH:27]([CH3:28])[CH3:29])[cH:24][cH:25]3)[N:18]([CH3:21])[C:19]2=[O:20])[cH:12][cH:13]1.[ClH:33].[OH2:32]>>[O:4]=[C:5]([OH:6])[CH2:7][c:8]1[cH:9][cH:10][c:11]([N:14]2[S:15](=[O:30])(=[O:31])[c:16]3[c:17]([cH:22][c:23]([O:26][CH:27]([CH3:28])[CH3:29])[cH:24][cH:25]3)[N:18]([CH3:21])[C:19]2=[O:20])[cH:12][cH:13]1. Reactants: C(C=C)O (allyl alcohol), OOS(=O)[O-].[K+] (oxone), CC(=O)C (acetone). Run in O (water). Product: C(C=C)S(=O)(=O)CC=C (allylsulfone). Isolated yield 72.0%. Reaction SMILES: [CH2:1](O)[CH:2]=[CH2:3].O[O:6][S:7]([O-:9])=O.[K+].[CH3:11][C:12]([CH3:14])=O>O>[CH2:1]([S:7]([CH2:14][CH:12]=[CH2:11])(=[O:9])=[O:6])[CH:2]=[CH2:3] |f:1.2|. Procedure details: A solution of allyl alcohol isomer A from Step 2 (7.11 g, 16.65 mmol) and oxone (30.75 g, 50.0 mmol) in acetone (100 mL) and water (25 mL) was stirred at RT overnight then filtered, diluted with water and AcOEt, extracted with AcOEt, dried and concentrated. The residue is purified was purified by flash-chromatography over silica gel (eluted with Hexanes/AcOEt 99:1 to 60:40) to provide 5.50 g (72%) of allylsulfone. The reactants are O=C([O-])[O-], CN(C)CCCl, CC(C)=O, Cc1ccc(C(=O)NC2CC2)cc1-n1cnc2ccc(O)cc2c1=O, Cl, [I-], [K+], [K+], [Na+]. Product: Cc1ccc(C(=O)NC2CC2)cc1-n1cnc2ccc(OCCN(C)C)cc2c1=O. RXN SMILES: [C:33](=[O:34])([O-:35])[O-:36].[CH3:27][N:28]([CH2:29][CH2:30][Cl:31])[CH3:32].[CH3:41][C:42](=[O:43])[CH3:44].[CH:1]1([NH:4][C:5]([c:6]2[cH:7][c:8](-[n:13]3[cH:14][n:15][c:16]4[cH:17][cH:18][c:19]([OH:24])[cH:20][c:21]4[c:22]3=[O:23])[c:9]([CH3:12])[cH:10][cH:11]2)=[O:25])[CH2:2][CH2:3]1.[ClH:26].[I-:40].[K+:37].[K+:38].[Na+:39]>>[CH:1]1([NH:4][C:5]([c:6]2[cH:7][c:8](-[n:13]3[cH:14][n:15][c:16]4[cH:17][cH:18][c:19]([O:24][CH2:30][CH2:29][N:28]([CH3:27])[CH3:32])[cH:20][c:21]4[c:22]3=[O:23])[c:9]([CH3:12])[cH:10][cH:11]2)=[O:25])[CH2:2][CH2:3]1. Reaction SMILES: [CH2:34]([OH:35])[CH3:36].[ClH:37].[F:1][c:2]1[c:3]([CH2:25][C:26](=[O:27])[O:28][CH2:29][CH3:30])[cH:4][cH:5][c:6]([NH:8][CH2:9][CH2:10][CH2:11][CH2:12][CH2:13][CH2:14][CH2:15][CH2:16][CH2:17][CH2:18][CH2:19][CH2:20][CH2:21][CH2:22][CH2:23][CH3:24])[cH:7]1.[K+:32].[OH-:31].[OH2:33].[OH2:38]>>[F:1][c:2]1[c:3]([CH2:25][C:26](=[O:27])[OH:28])[cH:4][cH:5][c:6]([NH:8][CH2:9][CH2:10][CH2:11][CH2:12][CH2:13][CH2:14][CH2:15][CH2:16][CH2:17][CH2:18][CH2:19][CH2:20][CH2:21][CH2:22][CH2:23][CH3:24])[cH:7]1. The reactants are CCO, Cl, CCCCCCCCCCCCCCCCNc1ccc(CC(=O)OCC)c(F)c1, [K+], [OH-], O, O. Yields the product CCCCCCCCCCCCCCCCNc1ccc(CC(=O)O)c(F)c1.